describe an organic reaction: reactants, conditions, products, and yield From a dataset of the Open Reaction Database (ORD), a public repository of structured organic reaction records. The reactants are [OH-].[Na+] (NaOH), COC(CN(C)C(=S)C1=CC=CC2=C(C(=CC=C12)OC)SC(F)(F)F)=O (N-[[6-methoxy-5-(trifluoromethylthio)-1-naphthalenyl]thioxomethyl]-N-methylglycine methyl ester), O (Water). Solvent: COCCO (2-methoxyethanol). Reaction conditions: time 4 hour. Yields the product COC=1C(=C2C=CC=C(C2=CC1)C(N(CC(=O)O)C)=S)SC(F)(F)F (N-[[6-Methoxy-5-(trifluoromethylthio)-1-naphthalenyl]thioxomethyl]-N-methylglycine). Yield: 50.8%. Reaction SMILES: [OH-].[Na+].C[O:4][C:5](=[O:28])[CH2:6][N:7]([C:9]([C:11]1[C:20]2[C:15](=[C:16]([S:23][C:24]([F:27])([F:26])[F:25])[C:17]([O:21][CH3:22])=[CH:18][CH:19]=2)[CH:14]=[CH:13][CH:12]=1)=[S:10])[CH3:8].O>COCCO>[CH3:22][O:21][C:17]1[C:16]([S:23][C:24]([F:26])([F:25])[F:27])=[C:15]2[C:20](=[CH:19][CH:18]=1)[C:11]([C:9](=[S:10])[N:7]([CH3:8])[CH2:6][C:5]([OH:28])=[O:4])=[CH:12][CH:13]=[CH:14]2 |f:0.1|. Procedure details: Aqueous NaOH (3.41 mL, 2 N) was added to a solution of N-[[6-methoxy-5-(trifluoromethylthio)-1-naphthalenyl]thioxomethyl]-N-methylglycine methyl ester (1.375 g, 3.4 mmoles) in 2-methoxyethanol (20 ml). The solution was stirred at 20°-22° C. for 4 hr. Water was added and the cloudy mixture was extracted with ethyl acetate. The aqueous layer was made acidic (pH=3) with 1 N aqueous HCl and extracted with ethyl acetate. The latter extract was washed successively with water and brine, dried (MgSO4) a... Reactants: C(C)(C)(C)OC(=O)N1CCN(CC1)C(=O)C1=C(NC(=C(C1C1=CC(=CC(=C1)Cl)Cl)C(=O)OCCC(C1=CC=CC=C1)C1=CC=CC=C1)C)C (4-[4-(3,5-dichlorophenyl)-5-(3,3-diphenylpropoxycarbonyl)-2,6-dimethyl-1,4-dihydropyridine-3-carbonyl] piperazine-1-carboxylic acid-t-butyl ester), FC(C(=O)[O-])(F)F (trifluoroacetate). Run in ClCCl (dichloromethane). Conditions: time 2 hour. Yields the product C1(=CC=CC=C1)C(CCOC(C1=C(N=C(C(=C1C1=CC(=CC(=C1)Cl)Cl)C(=O)N1CCNCC1)C)C)=O)C1=CC=CC=C1 (4-(3,5-dichlorophenyl)-2,6-dimethyl-5-(piperazinylcarbonyl) nicotinic acid (3,3-diphenylpropyl) ester). Reaction SMILES: C(OC([N:8]1[CH2:13][CH2:12][N:11]([C:14]([C:16]2[CH:21]([C:22]3[CH:27]=[C:26]([Cl:28])[CH:25]=[C:24]([Cl:29])[CH:23]=3)[C:20]([C:30]([O:32][CH2:33][CH2:34][CH:35]([C:42]3[CH:47]=[CH:46][CH:45]=[CH:44][CH:43]=3)[C:36]3[CH:41]=[CH:40][CH:39]=[CH:38][CH:37]=3)=[O:31])=[C:19]([CH3:48])[NH:18][C:17]=2[CH3:49])=[O:15])[CH2:10][CH2:9]1)=O)(C)(C)C.FC(F)(F)C([O-])=O>ClCCl>[C:42]1([CH:35]([C:36]2[CH:37]=[CH:38][CH:39]=[CH:40][CH:41]=2)[CH2:34][CH2:33][O:32][C:30](=[O:31])[C:20]2[C:21]([C:22]3[CH:23]=[C:24]([Cl:29])[CH:25]=[C:26]([Cl:28])[CH:27]=3)=[C:16]([C:14]([N:11]3[CH2:12][CH2:13][NH:8][CH2:9][CH2:10]3)=[O:15])[C:17]([CH3:49])=[N:18][C:19]=2[CH3:48])[CH:47]=[CH:46][CH:45]=[CH:44][CH:43]=1. Procedure: 419 mg (0.595 mmol) of 4-[4-(3,5-dichlorophenyl)-5-(3,3-diphenylpropoxycarbonyl)-2,6-dimethyl-1,4-dihydropyridine-3-carbonyl] piperazine-1-carboxylic acid-t-butyl ester was dissolved in 15 ml of dichloromethane. After adding 7 ml of trifluoroacetate under cooling with ice, the reaction mixture was stirred at room temperature for 2 hours. After concentration under reduced pressure, saturated aqueous sodium hydrogencarbonate solution was added and the reaction mixture was extracted with ethyl acet... Reactants: ClC1=CC=C(OCCN(C(=O)CC(C(=O)O)C(C)C)C)C=C1 (2-({[2-(4-Chlorophenoxy)ethyl]methylcarbamoyl}methyl)-3-methylbutyric Acid), Cl.CN(CCCN=C=NCC)C (1-(3-dimethylaminopropyl)-3-ethylcarbodiimide hydrochloride), [Si](C)(C)(C(C)(C)C)ON (O-tert-butyldimethylsilylhydroxylamine), [F-].C(CCC)[N+](CCCC)(CCCC)CCCC (tetrabutylammonium fluoride). Reagents/catalysts: C(C)(=O)O (acetic acid). Solvent: ClCCl (dichloromethane), O1CCCC1 (tetrahydrofuran). Reaction conditions: temperature 0 celsius, time 18 hour. The product is ClC1=CC=C(OCCN(C(CC(C(=O)NO)C(C)C)=O)C)C=C1 (N4-[2-(4-Chlorophenoxy)ethyl]-N1-hydroxy-2-isopropyl-N4-methylsuccinamide). Yield: 7.1%. As a reaction SMILES: [Cl:1][C:2]1[CH:22]=[CH:21][C:5]([O:6][CH2:7][CH2:8][N:9]([CH3:20])[C:10]([CH2:12][CH:13]([CH:17]([CH3:19])[CH3:18])[C:14](O)=[O:15])=[O:11])=[CH:4][CH:3]=1.Cl.CN(C)CCCN=C=NCC.[Si]([O:42][NH2:43])(C(C)(C)C)(C)C.[F-].C([N+](CCCC)(CCCC)CCCC)CCC>ClCCl.O1CCCC1.C(O)(=O)C>[Cl:1][C:2]1[CH:22]=[CH:21][C:5]([O:6][CH2:7][CH2:8][N:9]([CH3:20])[C:10](=[O:11])[CH2:12][CH:13]([CH:17]([CH3:19])[CH3:18])[C:14]([NH:43][OH:42])=[O:15])=[CH:4][CH:3]=1 |f:1.2,4.5|. Procedure: A solution of Intermediate 25 (0.31 g) in dichloromethane (15 ml) was treated with 1-(3-dimethylaminopropyl)-3-ethylcarbodiimide hydrochloride (0.21 g) and O-tert-butyldimethylsilylhydroxylamine (0.17 g) and the mixture was stirred for 18 h, then washed with water (40 ml), and the aqueous extracted with dichloromethane (20 ml). The combined organic extracts were dried over magnesium sulphate (1 g) and evaporated to give a yellow gum. This was taken up in tetrahydrofuran (20 ml), cooled to 0° C. ... The reactants are ClC1=C(C=C(C(=O)NC2CC2)C=C1)I (4-Chloro-N-cyclopropyl-3-iodobenzamide), C(C)(=O)[O-].[K+] (potassium acetate), B1(OC(C(O1)(C)C)(C)C)B2OC(C(O2)(C)C)(C)C (bis(pinacolato)diboron), BrC=1C=C2C=NN=C(C2=CC1)N1CCOCC1 (6-bromo-1-morpholinophthalazine), C([O-])([O-])=O.[Na+].[Na+] (sodium carbonate), O (water). Reagents/catalysts: C1=CC=C(C=C1)P([C-]2C=CC=C2)C3=CC=CC=C3.C1=CC=C(C=C1)P([C-]2C=CC=C2)C3=CC=CC=C3.Cl[Pd]Cl.[Fe+2] (1,1′-bis(diphenylphosphino)ferrocene-palladium dichloride), C=1C=CC(=CC1)[P](C=2C=CC=CC2)(C=3C=CC=CC3)[Pd]([P](C=4C=CC=CC4)(C=5C=CC=CC5)C=6C=CC=CC6)([P](C=7C=CC=CC7)(C=8C=CC=CC8)C=9C=CC=CC9)[P](C=1C=CC=CC1)(C=1C=CC=CC1)C=1C=CC=CC1 (tetrakis(triphenylphosphine)palladium). The solvent is CCOC(=O)C (EtOAc), O1CCOCC1 (dioxane), C(C)O (ethyl alcohol). Reaction conditions: temperature 180 celsius, time 10 minute. Product: ClC1=C(C=C(C(=O)NC2CC2)C=C1)C=1C=C2C=NN=C(C2=CC1)N1CCOCC1 (4-chloro-N-cyclopropyl-3-(1-morpholinophthalazin-6-yl)benzamide). Reaction SMILES: [Cl:1][C:2]1[CH:13]=[CH:12][C:5]([C:6]([NH:8][CH:9]2[CH2:11][CH2:10]2)=[O:7])=[CH:4][C:3]=1I.C([O-])(=O)C.[K+].B1(B2OC(C)(C)C(C)(C)O2)OC(C)(C)C(C)(C)O1.Br[C:39]1[CH:40]=[C:41]2[C:46](=[CH:47][CH:48]=1)[C:45]([N:49]1[CH2:54][CH2:53][O:52][CH2:51][CH2:50]1)=[N:44][N:43]=[CH:42]2.C(=O)([O-])[O-].[Na+].[Na+].O>O1CCOCC1.CCOC(C)=O.C1C=CC(P(C2C=CC=CC=2)[C-]2C=CC=C2)=CC=1.C1C=CC(P(C2C=CC=CC=2)[C-]2C=CC=C2)=CC=1.Cl[Pd]Cl.[Fe+2].C1C=CC([P]([Pd]([P](C2C=CC=CC=2)(C2C=CC=CC=2)C2C=CC=CC=2)([P](C2C=CC=CC=2)(C2C=CC=CC=2)C2C=CC=CC=2)[P](C2C=CC=CC=2)(C2C=CC=CC=2)C2C=CC=CC=2)(C2C=CC=CC=2)C2C=CC=CC=2)=CC=1.C(O)C>[Cl:1][C:2]1[CH:13]=[CH:12][C:5]([C:6]([NH:8][CH:9]2[CH2:11][CH2:10]2)=[O:7])=[CH:4][C:3]=1[C:39]1[CH:40]=[C:41]2[C:46](=[CH:47][CH:48]=1)[C:45]([N:49]1[CH2:50][CH2:51][O:52][CH2:53][CH2:54]1)=[N:44][N:43]=[CH:42]2 |f:1.2,5.6.7,11.12.13.14,^1:117,119,138,157|. Procedure: 4-Chloro-N-cyclopropyl-3-iodobenzamide (190 mg, 591 μmol), potassium acetate (174mg, 1773 μmol), bis(pinacolato)diboron (165 mg, 650 μmol), and 1,1′-bis(diphenylphosphino)ferrocene-palladium dichloride (43 mg, 59 μmol) were suspended in dioxane (3.9 mL) and placed in the microwave for 10 min at 180° C. before being added to a mixture of 6-bromo-1-morpholinophthalazine (120 mg, 408 μmol), sodium carbonate-2 M in water (1.2 mL, 2.4 mmol), tetrakis(triphenylphosphine)palladium (68 mg, 59 μmol), and...